Dataset: the Open Reaction Database (ORD), a public repository of structured organic reaction records. Task: describe an organic reaction: reactants, conditions, products, and yield RXN SMILES: [CH3:31][C:32]([CH3:33])([O-:34])[CH3:35].[CH3:38][OH:39].[ClH:37].[F:1][C:2]([O:3][c:4]1[cH:5][cH:6][c:7]([CH:10]2[CH2:11][CH:12]([C:25](=[O:26])[O:27][CH3:28])[CH2:13][N:14]([C:16](=[O:17])[N:18]3[CH2:19][CH2:20][CH:21]([OH:24])[CH2:22][CH2:23]3)[CH2:15]2)[cH:8][cH:9]1)([F:29])[F:30].[K+:36].[OH2:40]>>[F:1][C:2]([O:3][c:4]1[cH:5][cH:6][c:7]([CH:10]2[CH2:11][CH:12]([C:25](=[O:26])[OH:27])[CH2:13][N:14]([C:16](=[O:17])[N:18]3[CH2:19][CH2:20][CH:21]([OH:24])[CH2:22][CH2:23]3)[CH2:15]2)[cH:8][cH:9]1)([F:29])[F:30]. The reactants are CC(C)(C)[O-], CO, Cl, COC(=O)C1CC(c2ccc(OC(F)(F)F)cc2)CN(C(=O)N2CCC(O)CC2)C1, [K+], O. Product: O=C(O)C1CC(c2ccc(OC(F)(F)F)cc2)CN(C(=O)N2CCC(O)CC2)C1.